From a dataset of the Open Reaction Database (ORD), a public repository of structured organic reaction records. describe an organic reaction: reactants, conditions, products, and yield Starting materials: BrC=1C=C2C=3C[C@@H](CCC3NC2=CC1)NC(C(C)C)=O ((R)-N-(6-Bromo-2,3,4,9-tetrahydro-1H-carbazol-3-yl)isobutyramide), BrCC1=CC(=CC=C1)F (1-bromomethyl-3-fluorobenzene). Yields the product C(C1=CC=CC=C1)N1C2=CC=C(C=C2C=2C[C@@H](CCC12)NC(C(C)C)=O)Br ((R)-N-(9-Benzyl-6-bromo-2,3,4,9-tetrahydro-1H-carbazol-3-yl)isobutyramide). RXN SMILES: [Br:1][C:2]1[CH:3]=[C:4]2[C:12](=[CH:13][CH:14]=1)[NH:11][C:10]1[CH2:9][CH2:8][C@@H:7]([NH:15][C:16](=[O:20])[CH:17]([CH3:19])[CH3:18])[CH2:6][C:5]2=1.Br[CH2:22][C:23]1[CH:28]=[CH:27][CH:26]=[C:25](F)[CH:24]=1>>[CH2:22]([N:11]1[C:10]2[CH2:9][CH2:8][C@@H:7]([NH:15][C:16](=[O:20])[CH:17]([CH3:18])[CH3:19])[CH2:6][C:5]=2[C:4]2[C:12]1=[CH:13][CH:14]=[C:2]([Br:1])[CH:3]=2)[C:23]1[CH:28]=[CH:27][CH:26]=[CH:25][CH:24]=1. Reported procedure: Alkylate (R)-N-(6-Bromo-2,3,4,9-tetrahydro-1H-carbazol-3-yl)isobutyramide with 1-bromomethyl-3-fluorobenzene using procedures essentially as described in Example 1 to give the title compound. MS (ES): m/z 443 (M+1), 445 (M+1+2); m.p.=204-207° C. (Alkylate the S isomer in a similar fashion to obtain (S)-N-(9-Benzyl-6-bromo-2,3,4,9-tetrahydro-1H-carbazol-3-yl)isobutyramide.) The reactants are C(=O)(OC(C)(C)C)N1CCNCC1 (1-BOC-piperazine), ClCCCS(=O)(=O)Cl (3-chloropropanesulfonyl chloride). The solvent is ClCCl (dichloromethane), C(C)N(CC)CC (triethylamine), ClCCl (dichloromethane). Reaction conditions: time 2 hour. The product is C(C)(C)(C)OC(=O)N1CCN(CC1)S(=O)(=O)CCCCl (4-(3-chloro-propane-1-sulfonyl)-piperazine-1-carboxylic acid tert-butyl ester). RXN SMILES: [C:1]([N:8]1[CH2:13][CH2:12][NH:11][CH2:10][CH2:9]1)([O:3][C:4]([CH3:7])([CH3:6])[CH3:5])=[O:2].[Cl:14][CH2:15][CH2:16][CH2:17][S:18](Cl)(=[O:20])=[O:19]>ClCCl.C(N(CC)CC)C>[C:4]([O:3][C:1]([N:8]1[CH2:9][CH2:10][N:11]([S:18]([CH2:17][CH2:16][CH2:15][Cl:14])(=[O:20])=[O:19])[CH2:12][CH2:13]1)=[O:2])([CH3:7])([CH3:6])[CH3:5]. Procedure: To 1-BOC-piperazine (6.00 g) in dry dichloromethane (60 ml) and triethylamine (5.85 ml) at 0° C. was added 3-chloropropanesulfonyl chloride (4.5 ml). The reaction mixture was stirred for 2 hours, diluted with dichloromethane, washed with brine, dried (MgSO4), filtered and volatiles removed in vacuo. Purification on silica gave 4-(3-chloro-propane-1-sulfonyl)-piperazine-1-carboxylic acid tert-butyl ester (9.85 g). This was reacted with dimethylamine hydrochloride in acetonitrile and potassium car... The reactants are CO, Cl, O=N[O-], COC(=O)c1cc(N)cc(N2CCCCS2(=O)=O)c1, [Na+], O. Yields the product COC(=O)c1cc(O)cc(N2CCCCS2(=O)=O)c1. RXN SMILES: [CH3:21][OH:22].[ClH:20].[N:23](=[O:24])[O-:25].[NH2:1][c:2]1[cH:3][c:4]([C:5](=[O:6])[O:7][CH3:8])[cH:9][c:10]([N:12]2[S:13](=[O:18])(=[O:19])[CH2:14][CH2:15][CH2:16][CH2:17]2)[cH:11]1.[Na+:26].[OH2:27]>>[c:2]1([OH:24])[cH:3][c:4]([C:5](=[O:6])[O:7][CH3:8])[cH:9][c:10]([N:12]2[S:13](=[O:18])(=[O:19])[CH2:14][CH2:15][CH2:16][CH2:17]2)[cH:11]1. Starting materials: C(C)OC(CCl)=O (chloroacetic acid ethyl ester), CC[O-].[Na+] (sodium ethylate), C(C)O (ethanol). Product: C(C)OC(CC(=O)OCC)=O (malonic acid diethyl ester), residue, C(C)OC(CCl)=O (chloroacetic acid ethyl ester), C(C)OC(C)=O (acetic acid ethyl ester). The yield is 1.6%. Reaction SMILES: [CH2:1]([O:3][C:4](=[O:7])[CH2:5][Cl:6])[CH3:2].[CH3:8][CH2:9][O-:10].[Na+].[CH2:12]([OH:14])C>>[CH2:1]([O:3][C:4](=[O:7])[CH2:5][C:12]([O:10][CH2:9][CH3:8])=[O:14])[CH3:2].[CH2:1]([O:3][C:4](=[O:7])[CH2:5][Cl:6])[CH3:2].[CH2:1]([O:3][C:4](=[O:7])[CH3:5])[CH3:2] |f:1.2|. Procedure details: As in Example 1, but at 7.5 at. CO and a pH of 6.0, 490 g (4 moles) of chloroacetic acid ethyl ester is reacted with 1.38 kg of 15.8% sodium ethylate (3.2 moles) in ethanol, for 6 hours. Processing the reaction mixture yields 490 g of malonic acid diethyl ester (95% yield), 4.4 g of acetic acid ethyl ester (1.6% yield), 5.9 g of residue, and 98 g of chloroacetic acid ethyl ester. The reactants are C([O-])(O)=O.[Na+] (sodium bicarbonate), ClC1=C(C(=C(C=C1)C(CC(C=NC1=C2C=CN=CC2=CC=C1)(C(F)(F)F)O)(C)C)OC)F ((rac.) 5-{[4-(4-chloro-3-fluoro-2-methoxyphenyl)-2-hydroxy-4-methyl-2-(trifluoromethyl)pentylidene]amino}isoquinolin), solution, B(Br)(Br)Br (boron tribromide), C(C)(=O)OCC (ethyl acetate). Run in ClCCl (dichloromethane). Yields the product ClC1=C(C(=C2C(CC(C(C2=C1)NC1=C2C=CNC(C2=CC=C1)=O)(C(F)(F)F)O)(C)C)O)F ((rac.) 5-{[7-Chloro-6-fluoro-2,5-dihydroxy-4,4-dimethyl-2-(trifluoromethyl)-1,2,3,4-tetrahydronaphthalen-1-yl}amino}-isoquinolin-1(2H)-one). The yield is 31.6%. RXN SMILES: [Cl:1][C:2]1[CH:7]=[CH:6][C:5]([C:8]([CH3:29])([CH3:28])[CH2:9][C:10]([OH:27])([C:23]([F:26])([F:25])[F:24])[CH:11]=[N:12][C:13]2[CH:22]=[CH:21][CH:20]=[C:19]3[C:14]=2[CH:15]=[CH:16][N:17]=[CH:18]3)=[C:4]([O:30]C)[C:3]=1[F:32].B(Br)(Br)Br.C(=O)(O)[O-:38].[Na+].C(OCC)(=O)C>ClCCl>[Cl:1][C:2]1[CH:7]=[C:6]2[C:5]([C:8]([CH3:28])([CH3:29])[CH2:9][C:10]([OH:27])([C:23]([F:24])([F:25])[F:26])[CH:11]2[NH:12][C:13]2[CH:22]=[CH:21][CH:20]=[C:19]3[C:14]=2[CH:15]=[CH:16][NH:17][C:18]3=[O:38])=[C:4]([OH:30])[C:3]=1[F:32] |f:2.3|. Procedure details: 80.3 mg (0.166 mmol) of (rac.) 5-{[4-(4-chloro-3-fluoro-2-methoxyphenyl)-2-hydroxy-4-methyl-2-(trifluoromethyl)pentylidene]amino}isoquinolin-[1(2H)-one is mixed at room temperature with 1.7 ml of a 1 molar solution of boron tribromide in dichloromethane, and it is stirred for two and one-half hours at room temperature. The reaction mixture is mixed with ice, and then saturated sodium bicarbonate solution is added in drops (pH 8). After the ethyl acetate is added and after ten minutes of vigorous... As a reaction SMILES: [C:1]1([N:7]2[C:25](=[O:26])[C:10]3=[CH:11][NH:12][C:13]4[CH:14]=[C:15]([N:19]5[CH2:24][CH2:23][NH:22][CH2:21][CH2:20]5)[CH:16]=[CH:17][C:18]=4[C:9]3=[N:8]2)[CH:6]=[CH:5][CH:4]=[CH:3][CH:2]=1.NC1C=CC2C3C(C(=O)N(C4C=CC([Cl:47])=CC=4)N=3)=CNC=2C=1>>[Cl:47][C:4]1[CH:5]=[CH:6][C:1]([N:7]2[C:25](=[O:26])[C:10]3=[CH:11][NH:12][C:13]4[CH:14]=[C:15]([N:19]5[CH2:20][CH2:21][NH:22][CH2:23][CH2:24]5)[CH:16]=[CH:17][C:18]=4[C:9]3=[N:8]2)=[CH:2][CH:3]=1. Yields the product ClC1=CC=C(C=C1)N1N=C2C(=CNC=3C=C(C=CC23)N2CCNCC2)C1=O (2-(4′-Chlorophenyl)-7-piperazin-1-yl-2,5-dihydro-pyrazolo[4,3-c]quinolin-3-one). The reactants are C1(=CC=CC=C1)N1N=C2C(=CNC=3C=C(C=CC23)N2CCNCC2)C1=O (2-Phenyl-7-piperazin-1-yl-2,5-dihydro-pyrazolo[4,3-c]quinolin-3-one), NC=1C=CC=2C=3C(=CNC2C1)C(N(N3)C3=CC=C(C=C3)Cl)=O (7-Amino-2-(4′-chlorophenyl)-2,5-dihydro-pyrazolo-[4,3-c]quinolin-3-one). Procedure details: The title compound was prepared following the procedure for 14a using 13b. 1H-NMR (DMSO-d6) δ (ppm): 3.07 (2H, br), 3.38 (4H, br), 3.48 (2H, br), 7.12 (1H, br), 7.48 (3H, m), 8.07 (1H, d, J=9.06 Hz), 8.25 (2H, dd, J=9.07, 2.20 Hz), 8.62 (1H, d, J=6.32 Hz). m/z 380.9 (MH+). The reactants are C(#N)C1=NC(=C(C2=CC=C(C=C12)OC1=CC(=CC=C1)F)O)C(=O)OC (Methyl 1-cyano-7-(3-fluorophenoxy)-4-hydroxyisoquinoline-3-carboxylate), NCC(C(=O)OCC)(C)C (ethyl 3-amino-2,2-dimethylpropanoate). Solvent: CCO (EtOH). Yields the product C(#N)C1=NC(=C(C2=CC=C(C=C12)OC1=CC(=CC=C1)F)O)C(=O)NCC(C(=O)OCC)(C)C (Ethyl 3-(1-cyano-7-(3-fluorophenoxy)-4-hydroxyisoquinoline-3-carboxamido)-2,2-dimethylpropanoate). As a reaction SMILES: [C:1]([C:3]1[C:12]2[C:7](=[CH:8][CH:9]=[C:10]([O:13][C:14]3[CH:19]=[CH:18][CH:17]=[C:16]([F:20])[CH:15]=3)[CH:11]=2)[C:6]([OH:21])=[C:5]([C:22](OC)=[O:23])[N:4]=1)#[N:2].[NH2:26][CH2:27][C:28]([CH3:35])([CH3:34])[C:29]([O:31][CH2:32][CH3:33])=[O:30]>CCO>[C:1]([C:3]1[C:12]2[C:7](=[CH:8][CH:9]=[C:10]([O:13][C:14]3[CH:19]=[CH:18][CH:17]=[C:16]([F:20])[CH:15]=3)[CH:11]=2)[C:6]([OH:21])=[C:5]([C:22]([NH:26][CH2:27][C:28]([CH3:35])([CH3:34])[C:29]([O:31][CH2:32][CH3:33])=[O:30])=[O:23])[N:4]=1)#[N:2]. Procedure: Methyl 1-cyano-7-(3-fluorophenoxy)-4-hydroxyisoquinoline-3-carboxylate (18 mg, 0.05 mmol) and ethyl 3-amino-2,2-dimethylpropanoate (31 mg, 0.21 mmol) in EtOH (3 mL) were heated at 150° C. in a microwave for 1.5 hours. The solvent was removed in vacuo and the residue oil was purified by flash chromatography (0-50% EtOAc/hexanes) to give the title compound in 22 mg. MS: (−) m/z 450.30 (M−1). Reactants: BrC1=CN=C(C(=N1)N)Cl (6-bromo-3-chloropyrazin-2-amine), CC1(OB(OC1(C)C)C=1C=CC(=NC1)N1CCN(CC1)C(=O)OC(C)(C)C)C (tert-butyl 4-(5-(4,4,5,5-tetramethyl-1,3,2-dioxaborolan-2-yl)pyridin-2-yl)piperazine-1-carboxylate), C(=O)([O-])[O-].[Cs+].[Cs+] (Cs2CO3), Pd(dppf)2, C(Cl)Cl (CH2Cl2). Solvent: O1CCOCC1 (1,4-dioxane), O (water), CCOC(=O)C (EtOAc). Reaction conditions: temperature 90 celsius, time 16 hour. Product: NC1=C(N=CC(=N1)C=1C=CC(=NC1)N1CCN(CC1)C(=O)OC(C)(C)C)Cl (tert-Butyl 4-(5-(6-amino-5-chloropyrazin-2-yl)pyridin-2-yl)piperazine-1-carboxylate). As a reaction SMILES: Br[C:2]1[N:7]=[C:6]([NH2:8])[C:5]([Cl:9])=[N:4][CH:3]=1.CC1(C)C(C)(C)OB([C:18]2[CH:19]=[CH:20][C:21]([N:24]3[CH2:29][CH2:28][N:27]([C:30]([O:32][C:33]([CH3:36])([CH3:35])[CH3:34])=[O:31])[CH2:26][CH2:25]3)=[N:22][CH:23]=2)O1.C([O-])([O-])=O.[Cs+].[Cs+].C(Cl)Cl>O1CCOCC1.CCOC(C)=O.O>[NH2:8][C:6]1[N:7]=[C:2]([C:18]2[CH:19]=[CH:20][C:21]([N:24]3[CH2:29][CH2:28][N:27]([C:30]([O:32][C:33]([CH3:36])([CH3:35])[CH3:34])=[O:31])[CH2:26][CH2:25]3)=[N:22][CH:23]=2)[CH:3]=[N:4][C:5]=1[Cl:9] |f:2.3.4|. Procedure: To a mixture of 6-bromo-3-chloropyrazin-2-amine (2.00 g, 9.60 mmol), tert-butyl 4-(5-(4,4,5,5-tetramethyl-1,3,2-dioxaborolan-2-yl)pyridin-2-yl)piperazine-1-carboxylate (3.74 g, 9.60 mmol), Cs2CO3 (7.82 g, 24.0 mmol), and Pd(dppf)2.CH2Cl2 (786 mg, 0.959 mmol) in 1,4-dioxane (40 mL) was added water (20 mL). The resulting mixture was stirred at 90° C. for 16 h and then cooled to rt. The reaction mixture was diluted with EtOAc (300 mL), then washed with water (2×50 mL) and brine (50 mL). Removal of ... Starting materials: O=C1CCC(=O)N1Br, CC#N, Cc1ccc(N)c(C(=O)N(CCc2cccc(C(F)(F)F)c2)Cc2ccc(C(C)(C)C)cc2)c1. Product: Cc1cc(Br)c(N)c(C(=O)N(CCc2cccc(C(F)(F)F)c2)Cc2ccc(C(C)(C)C)cc2)c1. As a reaction SMILES: [Br:35][N:36]1[C:37](=[O:38])[CH2:39][CH2:40][C:41]1=[O:42].[CH3:43][C:44]#[N:45].[NH2:1][c:2]1[c:3]([C:4](=[O:5])[N:6]([CH2:7][CH2:8][c:9]2[cH:10][c:11]([C:15]([F:16])([F:17])[F:18])[cH:12][cH:13][cH:14]2)[CH2:19][c:20]2[cH:21][cH:22][c:23]([C:26]([CH3:27])([CH3:28])[CH3:29])[cH:24][cH:25]2)[cH:30][c:31]([CH3:34])[cH:32][cH:33]1>>[NH2:1][c:2]1[c:3]([C:4](=[O:5])[N:6]([CH2:7][CH2:8][c:9]2[cH:10][c:11]([C:15]([F:16])([F:17])[F:18])[cH:12][cH:13][cH:14]2)[CH2:19][c:20]2[cH:21][cH:22][c:23]([C:26]([CH3:27])([CH3:28])[CH3:29])[cH:24][cH:25]2)[cH:30][c:31]([CH3:34])[cH:32][c:33]1[Br:35].